From a dataset of the Open Reaction Database (ORD), a public repository of structured organic reaction records. describe an organic reaction: reactants, conditions, products, and yield Starting materials: ClC1=C(C=O)C=C(C=C1)C(F)(F)F (2-chloro-5-trifluoromethylbenzaldehyde), CN (methylamine), S(=O)(=O)([O-])[O-].[Mg+2] (magnesium sulfate), [BH4-].[Na+] (sodium borohydride), Cl (hydrochloric acid). The solvent is CO (methanol), C1CCOC1 (THF), C1CCOC1 (THF). Conditions: time 8 hour. The product is ClC1=C(CNC)C=C(C=C1)C(F)(F)F (N-(2-chloro-5-trifluoromethylbenzyl)-N-methylamine). As a reaction SMILES: [Cl:1][C:2]1[CH:9]=[CH:8][C:7]([C:10]([F:13])([F:12])[F:11])=[CH:6][C:3]=1[CH:4]=O.[CH3:14][NH2:15].S([O-])([O-])(=O)=O.[Mg+2].[BH4-].[Na+].Cl>C1COCC1.CO>[Cl:1][C:2]1[CH:9]=[CH:8][C:7]([C:10]([F:13])([F:12])[F:11])=[CH:6][C:3]=1[CH2:4][NH:15][CH3:14] |f:2.3,4.5|. Procedure: 2.1 g of 2-chloro-5-trifluoromethylbenzaldehyde, 15 ml of methylamine and 2 g of magnesium sulfate were stirred at room temperature for 2 h, the excess methylamine for the most part evaporating. The reaction mixture was diluted with ether, filtered and concentrated in vacuo. The methylbenzimine thus obtained was dissolved in 15 ml of THF and added dropwise to a suspension of 1.5 g of sodium borohydride in 15 ml of THF. After stirring overnight, the mixture was treated with 30 ml of methanol, sti... The reactants are C(C)OCC (Diethyl ether), CCOCC (ether), C(C)OC(=O)C1=C(SC=C1C1=CC(=C(C(=C1)Cl)OCC1=CC=CC=C1)Cl)NC(CC(=O)OC)=O (4-(4-benzyloxy-3,5-dichloro-phenyl)-2-(2-methoxycarbonyl-acetylamino)-thiophene-3-carboxylic acid ethyl ester), [H-].[Na+] (NaH), Cl (HCl). Solvent: C1CCOC1 (THF). Yields the product ClC=1C=C(C=C(C1OCC1=CC=CC=C1)Cl)C1=CSC=2NC(C=C(C21)O)=O (3-(3,5-Dichloro-4-benzyloxy-phenyl)-4-hydroxy-7H-thieno[2,3-b]pyridin-6-one). Isolated yield 78.6%. RXN SMILES: C(OC([C:6]1[C:10]([C:11]2[CH:16]=[C:15]([Cl:17])[C:14]([O:18][CH2:19][C:20]3[CH:25]=[CH:24][CH:23]=[CH:22][CH:21]=3)=[C:13]([Cl:26])[CH:12]=2)=[CH:9][S:8][C:7]=1[NH:27][C:28](=[O:34])[CH2:29][C:30](OC)=[O:31])=O)C.[H-].[Na+].Cl.C(OCC)C>C1COCC1>[Cl:26][C:13]1[CH:12]=[C:11]([C:10]2[C:6]3[C:30]([OH:31])=[CH:29][C:28](=[O:34])[NH:27][C:7]=3[S:8][CH:9]=2)[CH:16]=[C:15]([Cl:17])[C:14]=1[O:18][CH2:19][C:20]1[CH:25]=[CH:24][CH:23]=[CH:22][CH:21]=1 |f:1.2|. Procedure: To a solution of 1.91 g (3.65 mmol) of 4-(4-benzyloxy-3,5-dichloro-phenyl)-2-(2-methoxycarbonyl-acetylamino)-thiophene-3-carboxylic acid ethyl ester in 20 mL of THF was added 600 mg (15 mmol) of 60% NaH in mineral oil. The reaction was stirred at reflux under N2 for 18 h, then the excess NaH was quenched by the addition of 10 mL of water. The THF was removed in vacuo, then the remaining solution was taken up in 30 mL of 2M NaOH(aq.) and 30 mL of ethanol. This was stirred at 80° C. for 5 h, then ... Product: Cc1nnc(CO)n1-c1cc(Cl)ccc1C(N)c1ccccc1Cl. Starting materials: CCOC(C)=O, CO, Cc1nnc(C2CC2)n1-c1cc(Cl)ccc1C(N)c1ccccc1Cl. As a reaction SMILES: [C:28]([O:29][CH2:31][CH3:32])(=[O:30])[CH3:33].[CH3:26][OH:27].[NH2:1][CH:2]([c:3]1[c:4](-[n:10]2[c:11]([CH:16]3[CH2:17][CH2:18]3)[n:12][n:13][c:14]2[CH3:15])[cH:5][c:6]([Cl:9])[cH:7][cH:8]1)[c:19]1[c:20]([Cl:25])[cH:21][cH:22][cH:23][cH:24]1>>[NH2:1][CH:2]([c:3]1[c:4](-[n:10]2[c:11]([CH2:16][OH:30])[n:12][n:13][c:14]2[CH3:15])[cH:5][c:6]([Cl:9])[cH:7][cH:8]1)[c:19]1[c:20]([Cl:25])[cH:21][cH:22][cH:23][cH:24]1. Starting materials: CCOC(C)=O, CCOC(=O)C1CC(Cc2ccc([N+](=O)[O-])cc2)C1. Yields the product CCOC(=O)C1CC(Cc2ccc(N)cc2)C1. As a reaction SMILES: [CH3:20][CH2:21][O:22][C:23]([CH3:24])=[O:25].[N+:1]([O-:2])(=[O:3])[c:4]1[cH:5][cH:6][c:7]([CH2:8][CH:9]2[CH2:10][CH:11]([C:13](=[O:14])[O:15][CH2:16][CH3:17])[CH2:12]2)[cH:18][cH:19]1>>[NH2:1][c:4]1[cH:5][cH:6][c:7]([CH2:8][CH:9]2[CH2:10][CH:11]([C:13](=[O:14])[O:15][CH2:16][CH3:17])[CH2:12]2)[cH:18][cH:19]1. The reactants are C1(CC=CCC1)CO (cyclohex-3-en-1-ylmethanol), ClC=1C(=CC(=C(C(=O)O)C1)F)F (5-chloro-2,4-difluoro-benzoic acid), CC(C)([O-])C.[K+] (potassium tert-butoxide). The solvent is CCOC(=O)C (EtOAc), CS(=O)C (DMSO). Reaction conditions: time 5 minute. The product is ClC=1C(=CC(=C(C(=O)O)C1)F)OCC1CC=CCC1 (5-chloro-4-(cyclohex-3-en-1-ylmethoxy)-2-fluorobenzoic acid). Isolated yield 97.7%. RXN SMILES: [CH:1]1([CH2:7][OH:8])[CH2:6][CH2:5][CH:4]=[CH:3][CH2:2]1.[Cl:9][C:10]1[C:11](F)=[CH:12][C:13]([F:19])=[C:14]([CH:18]=1)[C:15]([OH:17])=[O:16].CC(C)([O-])C.[K+]>CS(C)=O.CCOC(C)=O>[Cl:9][C:10]1[C:11]([O:8][CH2:7][CH:1]2[CH2:6][CH2:5][CH:4]=[CH:3][CH2:2]2)=[CH:12][C:13]([F:19])=[C:14]([CH:18]=1)[C:15]([OH:17])=[O:16] |f:2.3|. Reported procedure: To a solution of cyclohex-3-en-1-ylmethanol (1.00 g) and 5-chloro-2,4-difluoro-benzoic acid (1.72 g) in DMSO (36 mL) at 14° C. (bath) was added potassium tert-butoxide (2.20 g) gradually. The mixture was stirred at that temp for 5 min then at rt for 30 min. Diluted with EtOAc, the contents were washed with 1:4 mixture of 1M HCl and 1M NaH2PO4 (3×) and brine, and dried (Na2SO4). After filtration and concentration, the product was obtained as white solid (2.48 g). The reactants are Nc1ccccc1CNC1CCN(Cc2ccccc2)CC1, NS(N)(=O)=O, c1ccncc1. Product: O=S1(=O)Nc2ccccc2CN1C1CCN(Cc2ccccc2)CC1. As a reaction SMILES: [NH2:1][c:2]1[c:3]([CH2:8][NH:9][CH:10]2[CH2:11][CH2:12][N:13]([CH2:16][c:17]3[cH:18][cH:19][cH:20][cH:21][cH:22]3)[CH2:14][CH2:15]2)[cH:4][cH:5][cH:6][cH:7]1.[NH2:23][S:24]([NH2:25])(=[O:26])=[O:27].[cH:28]1[cH:29][cH:30][n:31][cH:32][cH:33]1>>[NH:1]1[c:2]2[c:3]([cH:4][cH:5][cH:6][cH:7]2)[CH2:8][N:9]([CH:10]2[CH2:11][CH2:12][N:13]([CH2:16][c:17]3[cH:18][cH:19][cH:20][cH:21][cH:22]3)[CH2:14][CH2:15]2)[S:24]1(=[O:26])=[O:27]. Reactants: CCOC(=O)N1c2ccc(OC)cc2C(NC2=NNN(CC3COC(C)(C)O3)N2Cc2cc(C(F)(F)F)cc(C(F)(F)F)c2)CC1CC, CO, Cl, O. Product: CCOC(=O)N1c2ccc(OC)cc2C(NC2=NNN(CC(O)CO)N2Cc2cc(C(F)(F)F)cc(C(F)(F)F)c2)CC1CC. As a reaction SMILES: [CH2:1]([CH3:2])[O:3][C:4](=[O:5])[N:6]1[CH:7]([CH2:47][CH3:48])[CH2:8][CH:9]([NH:18][C:19]2=[N:20][NH:21][N:22]([CH2:39][CH:40]3[O:41][C:42]([CH3:45])([CH3:46])[O:43][CH2:44]3)[N:23]2[CH2:24][c:25]2[cH:26][c:27]([C:35]([F:36])([F:37])[F:38])[cH:28][c:29]([C:31]([F:32])([F:33])[F:34])[cH:30]2)[c:10]2[cH:11][c:12]([O:16][CH3:17])[cH:13][cH:14][c:15]21.[CH3:50][OH:51].[ClH:49].[OH2:52]>>[CH2:1]([CH3:2])[O:3][C:4](=[O:5])[N:6]1[CH:7]([CH2:47][CH3:48])[CH2:8][CH:9]([NH:18][C:19]2=[N:20][NH:21][N:22]([CH2:39][CH:40]([OH:41])[CH2:44][OH:43])[N:23]2[CH2:24][c:25]2[cH:26][c:27]([C:35]([F:36])([F:37])[F:38])[cH:28][c:29]([C:31]([F:32])([F:33])[F:34])[cH:30]2)[c:10]2[cH:11][c:12]([O:16][CH3:17])[cH:13][cH:14][c:15]21. The reactants are CO, COC(=O)C1CCNC12CCN(C(=O)N(C)C(C)c1cc(C(F)(F)F)cc(C(F)(F)F)c1)C(c1ccc(F)cc1C)C2, [Li+], C1CCOC1, [OH-], O, O. Product: Cc1cc(F)ccc1C1CC2(CCN1C(=O)N(C)C(C)c1cc(C(F)(F)F)cc(C(F)(F)F)c1)NCCC2C(=O)[O-], [Li+]. Reaction SMILES: [CH3:51][OH:52].[F:1][C:2]([c:3]1[cH:4][c:5]([CH:13]([CH3:14])[N:15]([C:16](=[O:17])[N:18]2[CH:19]([c:32]3[c:33]([CH3:39])[cH:34][c:35]([F:38])[cH:36][cH:37]3)[CH2:20][C:21]3([CH:22]([C:26](=[O:27])[O:28][CH3:29])[CH2:23][CH2:24][NH:25]3)[CH2:30][CH2:31]2)[CH3:40])[cH:6][c:7]([C:9]([F:10])([F:11])[F:12])[cH:8]1)([F:41])[F:42].[Li+:44].[O:46]1[CH2:47][CH2:48][CH2:49][CH2:50]1.[OH-:43].[OH2:45].[OH2:53]>>[F:1][C:2]([c:3]1[cH:4][c:5]([CH:13]([CH3:14])[N:15]([C:16](=[O:17])[N:18]2[CH:19]([c:32]3[c:33]([CH3:39])[cH:34][c:35]([F:38])[cH:36][cH:37]3)[CH2:20][C:21]3([CH:22]([C:26](=[O:27])[O-:28])[CH2:23][CH2:24][NH:25]3)[CH2:30][CH2:31]2)[CH3:40])[cH:6][c:7]([C:9]([F:10])([F:11])[F:12])[cH:8]1)([F:41])[F:42].[Li+:44]. The reactants are [OH-].[K+] (Potassium hydroxide), C(C)OC([C@@H](N(C(CCCCCN1C(=NC=2C=NC=CC21)C)=O)C)CC(C)C)=O (N-methyl-N-6-(2-methylimidazo[4,5-c]pyridin-1-yl)hexanoyl-L-leucine ethyl ester). Run in C(C)O (ethanol). Reaction conditions: time 8 hour. Yields the product CN([C@@H](CC(C)C)C(=O)O)C(CCCCCN1C(=NC=2C=NC=CC21)C)=O (N-methyl-N-6-(2-methylimidazo[4,5-c]pyridin-1-yl)hexanoyl-L-leucine). Yield: 37.4%. RXN SMILES: [OH-].[K+].C([O:5][C:6](=[O:31])[C@H:7]([CH2:27][CH:28]([CH3:30])[CH3:29])[N:8]([CH3:26])[C:9](=[O:25])[CH2:10][CH2:11][CH2:12][CH2:13][CH2:14][N:15]1[C:23]2[CH:22]=[CH:21][N:20]=[CH:19][C:18]=2[N:17]=[C:16]1[CH3:24])C>C(O)C>[CH3:26][N:8]([C:9](=[O:25])[CH2:10][CH2:11][CH2:12][CH2:13][CH2:14][N:15]1[C:23]2[CH:22]=[CH:21][N:20]=[CH:19][C:18]=2[N:17]=[C:16]1[CH3:24])[C@H:7]([C:6]([OH:31])=[O:5])[CH2:27][CH:28]([CH3:29])[CH3:30] |f:0.1|. Reported procedure: 2M Potassium hydroxide (2.5 ml) was added to a solution of N-methyl-N-6-(2-methylimidazo[4,5-c]pyridin-1-yl)hexanoyl-L-leucine ethyl ester (200 mg, 0.50 mmol) in ethanol (70 ml). The reaction mixture was stirred at room temperature overnight. The solvent was removed under reduced pressure and water was added to the residue. The pH of the resulting solution was adjusted to pH 6 by the addition of 2M HCl, the mixture was saturated with sodium chloride and extracted with DCM. The combined organic e...